From a dataset of the Open Reaction Database (ORD), a public repository of structured organic reaction records. describe an organic reaction: reactants, conditions, products, and yield Reactants: FC=1C(=NC=CC1)C(=C)C=1C2=C(SC1CCN(C)C)C=CC=C2 ((2-{3-[1-(3-fluoro-pyridin-2-yl)-vinyl]-benzo[b]thiophen-2-yl}-ethyl)-dimethyl-amine), FC=1C(=NC=CC1)C(=C)C=1C2=C(SC1CCN(C)C)C=CC=C2 ((2-{3-[1-(3-fluoro-pyridin-2-yl)-vinyl]-benzo[b]thiophen-2-yl}-ethyl)-dimethyl-amine). Reagents/catalysts: [Pt](=O)=O (platinum dioxide). Run in C(C)O (ethanol). Run at time 4 hour. The product is FC=1C(=NC=CC1)C(C)C=1C2=C(SC1CCN(C)C)C=CC=C2 ((2-{3-[1-(3-fluoro-pyridin-2-yl)-ethyl]-benzo[b]thiophen-2-yl}-ethyl)-dimethyl-amine). As a reaction SMILES: [F:1][C:2]1[C:3]([C:8]([C:10]2[C:11]3[CH:23]=[CH:22][CH:21]=[CH:20][C:12]=3[S:13][C:14]=2[CH2:15][CH2:16][N:17]([CH3:19])[CH3:18])=[CH2:9])=[N:4][CH:5]=[CH:6][CH:7]=1>C(O)C.[Pt](=O)=O>[F:1][C:2]1[C:3]([CH:8]([C:10]2[C:11]3[CH:23]=[CH:22][CH:21]=[CH:20][C:12]=3[S:13][C:14]=2[CH2:15][CH2:16][N:17]([CH3:18])[CH3:19])[CH3:9])=[N:4][CH:5]=[CH:6][CH:7]=1. Procedure details: To a solution of (2-{3-[1-(3-fluoro-pyridin-2-yl)-vinyl]-benzo[b]thiophen-2-yl}-ethyl)-dimethyl-amine (Compound 18-2) (26 mg, 0.080 mmol) in ethanol (1 mL), platinum dioxide (9 mg, 0.04 mol) was added. The reaction was shaken at 30 psi for 4 hours under H2 atmosphere and monitored by LC/MS. The reaction was filtered and washed with EtOH and subsequently purified by mass triggered preparative HPLC to afford (2-{3-[1-(3-fluoro-pyridin-2-yl)-ethyl]-benzo[b]thiophen-2-yl}-ethyl)-dimethyl-amine (Comp... The reactants are C(CCC)C1=C2C(C(=O)NC2=O)=CC=C1.O=C1NC2=C(N1C1CCNCC1)C=CC=C2 (4-(2-keto-1-benzimidazolinyl)piperidine butylphthalimide), NN (hydrazine). As a reaction SMILES: C([C:5]1C=CC=[C:7]2[C:8]([NH:10]C(=O)[C:6]=12)=O)CCC.[O:16]=[C:17]1[N:21]([CH:22]2[CH2:27][CH2:26][NH:25][CH2:24][CH2:23]2)[C:20]2[CH:28]=[CH:29][CH:30]=[CH:31][C:19]=2[NH:18]1.NN>CO>[O:16]=[C:17]1[N:21]([CH:22]2[CH2:23][CH2:24][N:25]([CH2:5][CH2:6][CH2:7][CH2:8][NH2:10])[CH2:26][CH2:27]2)[C:20]2[CH:28]=[CH:29][CH:30]=[CH:31][C:19]=2[NH:18]1 |f:0.1|. Solvent: CO (methanol). Yields the product O=C1NC2=C(N1C1CCN(CC1)CCCCN)C=CC=C2 (4-(2-Keto-1-benzimidazolinyl)piperidine Butylamine). Procedure: 4-(2-keto-1-benzimidazolinyl)piperidine butylphthalimide (1.42 g, 3.39 mmol) was dissolved in 30 mL of methanol. To this solution was added anhydrous hydrazine (426 mL, 13.57 mmol) and the reaction mixture was stirred at ambient temperature for 18 hours. The resulting precipitate was filtered and discarded. The filtrate was evaporated to dryness, and the residue was dissolved in dichloromethane and filtered again. The filtrate was evaporated to dryness to give the title compound as a solid. Run at time 18 hour. The reactants are C(C)OC1=C(C(=C(C=C1)C1=CC=C(C=C1)C1=CC=CC=C1C(=O)OCC)F)F (ethyl 4-ethoxy-2,3-difluoro-4′-biphenylbenzoate), [OH-].[Na+] (sodium hydroxide), O (water), Cl (hydrochloric acid). The solvent is C1(=CC=CC=C1)C (toluene). Reaction conditions: temperature 30 celsius. Yields the product C(C)OC1=C(C(=C(C=C1)C1=CC=C(C=C1)C1=CC=CC=C1C(=O)O)F)F (4-ethoxy-2,3-difluoro-4′-biphenylbenzoic acid). Isolated yield 48.2%. RXN SMILES: [CH2:1]([O:3][C:4]1[CH:9]=[CH:8][C:7]([C:10]2[CH:15]=[CH:14][C:13]([C:16]3[C:21]([C:22]([O:24]CC)=[O:23])=[CH:20][CH:19]=[CH:18][CH:17]=3)=[CH:12][CH:11]=2)=[C:6]([F:27])[C:5]=1[F:28])[CH3:2].[OH-].[Na+].O.Cl>C1(C)C=CC=CC=1>[CH2:1]([O:3][C:4]1[CH:9]=[CH:8][C:7]([C:10]2[CH:11]=[CH:12][C:13]([C:16]3[C:21]([C:22]([OH:24])=[O:23])=[CH:20][CH:19]=[CH:18][CH:17]=3)=[CH:14][CH:15]=2)=[C:6]([F:27])[C:5]=1[F:28])[CH3:2] |f:1.2|. Reported procedure: The compounds (3) (29.1 g), sodium hydroxide (11.4 g), Solmix A-11 (100 ml) and water (100 ml) were mixed, and the mixture was heated under reflux for 2 hours. The reaction mixture was cooled to 30° C., and then aqueous 6N-hydrochloric acid solution (100 ml) and toluene (200 ml) were added hereto and mixed. The mixture was then allowed to stand until it had separated into two phases of organic and aqueous phases, and extraction into an organic phase was carried out. The organic phase obtained wa...